From a dataset of the Open Reaction Database (ORD), a public repository of structured organic reaction records. describe an organic reaction: reactants, conditions, products, and yield Starting materials: S([O-])(O)=O.[K+] (potassium bisulfite), C1(=CC=CC=C1)CC=O (phenylacetaldehyde), [C-]#N.[Na+] (sodium cyanide), C([O-])([O-])=O.[NH4+].[NH4+] (ammonium carbonate), N (ammonia). The solvent is O (water), CO (methanol). Yields the product N[C@@H](CC1=CC=CC=C1)C(=O)O (phenylalanine). As a reaction SMILES: S(=O)(O)[O-].[K+].[C:6]1([CH2:12][CH:13]=O)[CH:11]=[CH:10][CH:9]=[CH:8][CH:7]=1.[C-]#[N:16].[Na+].[C:18](=[O:21])([O-])[O-:19].[NH4+].[NH4+].N>O.CO>[NH2:16][C@H:13]([C:18]([OH:19])=[O:21])[CH2:12][C:6]1[CH:7]=[CH:8][CH:9]=[CH:10][CH:11]=1 |f:0.1,3.4,5.6.7|. Procedure details: In a 100 l-volume hasteroi-made autoclave was placed 7.2 kg (30 moles) of a potassium bisulfite addition salt of phenylacetaldehyde, 1.76 kg (35.9 moles) of sodium cyanide, 4.32 kg (45 mole) of ammonium carbonate, 6 l (90 mole) of a 25% aqueous ammonia, 9 l of methanol and 24 l of water and the mixture was reacted at 100° C. for 2 hours to obtain precursors of phenylalanine. After the ammonia and methanol were removed by heating the reaction solution, the hydrolysis was carried out at 150° C. fo... The reactants are Nc1cccccc1=O, COC(=O)C1=C(O)c2ccccc2S(=O)(=O)N1C, Cc1ccccc1C. Product: CN1C(C(=O)Nc2cccccc2=O)=C(O)c2ccccc2S1(=O)=O. RXN SMILES: [NH2:19][c:20]1[c:21](=[O:27])[cH:22][cH:23][cH:24][cH:25][cH:26]1.[OH:1][C:2]1=[C:3]([C:15]([O:17][CH3:16])=[O:18])[N:4]([CH3:14])[S:5](=[O:12])(=[O:13])[c:6]2[c:7]1[cH:8][cH:9][cH:10][cH:11]2.[c:28]1([CH3:29])[c:30]([CH3:31])[cH:32][cH:33][cH:34][cH:35]1>>[OH:1][C:2]1=[C:3]([C:15](=[O:17])[NH:19][c:20]2[c:21](=[O:27])[cH:22][cH:23][cH:24][cH:25][cH:26]2)[N:4]([CH3:14])[S:5](=[O:12])(=[O:13])[c:6]2[c:7]1[cH:8][cH:9][cH:10][cH:11]2. Reactants: CC(C)(C)O, CCOCC, ClCCl, [Na+], [OH-], CN(CC1(c2ccccc2)CC1CO)S(=O)(=O)c1ccccc1. The product is CN(CC1(c2ccccc2)CC1C=O)S(=O)(=O)c1ccccc1. As a reaction SMILES: [CH3:29][C:30]([OH:31])([CH3:32])[CH3:33].[CH3:34][CH2:35][O:36][CH2:37][CH3:38].[Cl:26][CH2:27][Cl:28].[Na+:25].[OH-:24].[OH:1][CH2:2][CH:3]1[C:4]([c:6]2[cH:7][cH:8][cH:9][cH:10][cH:11]2)([CH2:12][N:13]([S:14](=[O:15])(=[O:16])[c:17]2[cH:18][cH:19][cH:20][cH:21][cH:22]2)[CH3:23])[CH2:5]1>>[O:1]=[CH:2][CH:3]1[C:4]([c:6]2[cH:7][cH:8][cH:9][cH:10][cH:11]2)([CH2:12][N:13]([S:14](=[O:15])(=[O:16])[c:17]2[cH:18][cH:19][cH:20][cH:21][cH:22]2)[CH3:23])[CH2:5]1. The reactants are NC1=C(C(=O)C2=CC=CC=C2)C=C(C=C1)Cl (2-Amino-5-chlorobenzophenone), C(C)OC=C(C(=O)OCC)C(=O)OCC (diethyl ethoxymethylenemalonate). The product is C(C1=CC=CC=C1)(=O)C=1C=C(C=C2C(C(=CNC12)C(=O)OCC)=O)Cl (8-benzoyl-6-chloro-3-ethoxycarbonyl-4(1H)-quinolone). The yield is 45.6%. Reaction SMILES: [NH2:1][C:2]1[CH:15]=[CH:14][C:13]([Cl:16])=[CH:12][C:3]=1[C:4]([C:6]1[CH:11]=[CH:10][CH:9]=[CH:8][CH:7]=1)=[O:5].C([O:19][CH:20]=[C:21]([C:27](OCC)=O)[C:22]([O:24][CH2:25][CH3:26])=[O:23])C>>[C:4]([C:3]1[CH:12]=[C:13]([Cl:16])[CH:14]=[C:15]2[C:2]=1[NH:1][CH:27]=[C:21]([C:22]([O:24][CH2:25][CH3:26])=[O:23])[C:20]2=[O:19])(=[O:5])[C:6]1[CH:7]=[CH:8][CH:9]=[CH:10][CH:11]=1. Procedure: 2-Amino-5-chlorobenzophenone (3.0 g) and diethyl ethoxymethylenemalonate (3.3 g) were reacted in the same manner as in Experimental Example 1 to give 8-benzoyl-6-chloro-3-ethoxycarbonyl-4(1H)-quinolone (2.1 g). The compound (1.4 g) was dissolved in methanol (24 ml). A 10% aqueous solution of NaOH (16 ml) was added to the solution, and the mixture was heated under reflux for 1 hour. After acidification of the mixture with a 10% aqueous solution of HCl, the precipitate was collected by filtration,... The reactants are OCCCN1CCC(Cc2ccccc2)CC1, ClCCl, Cc1ccc(S(=O)(=O)Cl)cc1. Yields the product Cc1ccc(S(=O)(=O)OCCCN2CCC(Cc3ccccc3)CC2)cc1. As a reaction SMILES: [CH2:1]([c:2]1[cH:3][cH:4][cH:5][cH:6][cH:7]1)[CH:8]1[CH2:9][CH2:10][N:11]([CH2:14][CH2:15][CH2:16][OH:17])[CH2:12][CH2:13]1.[Cl:29][CH2:30][Cl:31].[c:18]1([CH3:28])[cH:19][cH:20][c:21]([S:24](=[O:25])(=[O:26])[Cl:27])[cH:22][cH:23]1>>[CH2:1]([c:2]1[cH:3][cH:4][cH:5][cH:6][cH:7]1)[CH:8]1[CH2:9][CH2:10][N:11]([CH2:14][CH2:15][CH2:16][O:17][S:24]([c:21]2[cH:20][cH:19][c:18]([CH3:28])[cH:23][cH:22]2)(=[O:25])=[O:26])[CH2:12][CH2:13]1. Reactants: ClCC1=CC=C(C=C1)C1=NC(=NO1)CC1CCN(CC1)C1CCCC1 (4-[5-(4-chloromethylphenyl)[1,2,4]oxadiazol-3-ylmethyl]-1-cyclopentylpiperidine), N1CCCCC1 (piperidine). Yields the product Cl.Cl.N1(CCCCC1)CC1=CC=C(C=C1)C1=NC(=NO1)CC1CCN(CC1)C1CCCC1 (4-[5-(4-(Piperidin-1-ylmethyl)phenyl)[1,2,4]oxadiazol-3-ylmethyl]-1-(cyclopentyl)piperidine, dihydrochloride). Reaction SMILES: [Cl:1][CH2:2][C:3]1[CH:8]=[CH:7][C:6]([C:9]2[O:13][N:12]=[C:11]([CH2:14][CH:15]3[CH2:20][CH2:19][N:18]([CH:21]4[CH2:25][CH2:24][CH2:23][CH2:22]4)[CH2:17][CH2:16]3)[N:10]=2)=[CH:5][CH:4]=1.[NH:26]1[CH2:31][CH2:30][CH2:29][CH2:28][CH2:27]1>>[ClH:1].[ClH:1].[N:26]1([CH2:2][C:3]2[CH:8]=[CH:7][C:6]([C:9]3[O:13][N:12]=[C:11]([CH2:14][CH:15]4[CH2:20][CH2:19][N:18]([CH:21]5[CH2:25][CH2:24][CH2:23][CH2:22]5)[CH2:17][CH2:16]4)[N:10]=3)=[CH:5][CH:4]=2)[CH2:31][CH2:30][CH2:29][CH2:28][CH2:27]1 |f:2.3.4|. Reported procedure: The title compound was prepared by a similar procedure to that described in Example 23, starting from 4-[5-(4-chloromethylphenyl)[1,2,4]oxadiazol-3-ylmethyl]-1-cyclopentylpiperidine and piperidine. HPLC: Rt=6.74 min. Starting materials: C(C)(C)(C)OC(=O)N1CC2CC(=C(C(C1)N2C(=O)OC(C)(C)C)C(N(CC2=C(C(=CC=C2)Cl)Cl)C2CC2)=O)C2=CC(=NO2)CCCOC2=CC(=C(C(=C2)C)Cl)C (7-{3-[3-(4-Chloro-3,5-dimethylphenoxy)propyl]isoxazol-5-yl}-6-[cyclopropyl-(2,3-dichlorobenzyl)carbamoyl]-3,9-diazabicyclo[3.3.1]non-6-ene-3,9-dicarboxylic acid di-tert-butyl ester), Boc, ClC(C(C)(C)NC([O-])=O)(Cl)Cl (trichloro-tert-butylcarbamate). The reagents and catalysts are [Zn] (Zn). Run in C1CCOC1.CC(=O)O (THF AcOH). Product: C1(CC1)N(C(=O)C=1C2CNCC(CC1C1=CC(=NO1)CCCOC1=CC(=C(C(=C1)C)Cl)C)N2)CC2=C(C(=CC=C2)Cl)Cl (7-{3-[3-(4-Chloro-3,5-dimethylphenoxy)propyl]isoxazol-5-yl}-3,9-diaza-bicyclo[3.3.1]non-6-ene-6-carboxylic acid cyclopropyl-(2,3-dichlorobenzyl)-amide). Reaction SMILES: C(OC([N:8]1[CH2:15][CH:14]2[N:16](C(OC(C)(C)C)=O)[CH:10]([CH2:11][C:12]([C:39]3[O:43][N:42]=[C:41]([CH2:44][CH2:45][CH2:46][O:47][C:48]4[CH:53]=[C:52]([CH3:54])[C:51]([Cl:55])=[C:50]([CH3:56])[CH:49]=4)[CH:40]=3)=[C:13]2[C:24](=[O:38])[N:25]([CH:35]2[CH2:37][CH2:36]2)[CH2:26][C:27]2[CH:32]=[CH:31][CH:30]=[C:29]([Cl:33])[C:28]=2[Cl:34])[CH2:9]1)=O)(C)(C)C.ClC(Cl)(Cl)C(NC(=O)[O-])(C)C>C1COCC1.CC(O)=O.[Zn]>[CH:35]1([N:25]([CH2:26][C:27]2[CH:32]=[CH:31][CH:30]=[C:29]([Cl:33])[C:28]=2[Cl:34])[C:24]([C:13]2[CH:14]3[NH:16][CH:10]([CH2:11][C:12]=2[C:39]2[O:43][N:42]=[C:41]([CH2:44][CH2:45][CH2:46][O:47][C:48]4[CH:53]=[C:52]([CH3:54])[C:51]([Cl:55])=[C:50]([CH3:56])[CH:49]=4)[CH:40]=2)[CH2:9][NH:8][CH2:15]3)=[O:38])[CH2:37][CH2:36]1 |f:2.3|. Procedure details: This compound is prepared from compound F15, according to the above-described procedure B. After cleaving the Boc-group the trichloro-tert-butylcarbamate was cleaved using Zn-powder in THF/AcOH 3:1. LC-MS: tR=0.93 min; ES+: 629.33.